This data is from the Open Reaction Database (ORD), a public repository of structured organic reaction records. The task is: describe an organic reaction: reactants, conditions, products, and yield The reactants are [BH4-], CC1(C)CC(=O)C=C(c2ccncc2[N+](=O)[O-])C1, CO, [Na+]. Product: CC1(C)CC(c2ccncc2[N+](=O)[O-])=CC(O)C1. As a reaction SMILES: [BH4-:19].[CH3:1][C:2]1([CH3:18])[CH2:3][C:4]([c:9]2[c:10]([N+:15](=[O:16])[O-:17])[cH:11][n:12][cH:13][cH:14]2)=[CH:5][C:6](=[O:8])[CH2:7]1.[CH3:21][OH:22].[Na+:20]>>[CH3:1][C:2]1([CH3:18])[CH2:3][C:4]([c:9]2[c:10]([N+:15](=[O:16])[O-:17])[cH:11][n:12][cH:13][cH:14]2)=[CH:5][CH:6]([OH:8])[CH2:7]1. Starting materials: N#Cc1ccc(O)c(CN2CCC(NS(=O)(=O)c3ccc(-c4cccnc4)s3)C2=O)c1, CC(C)(C)[Si](C)(C)Cl, CCOC(C)=O, CN(C)C=O, c1c[nH]cn1. The product is CC(C)(C)[Si](C)(C)Oc1ccc(C#N)cc1CN1CCC(NS(=O)(=O)c2ccc(-c3cccnc3)s2)C1=O. RXN SMILES: [C:14](#[N:15])[c:16]1[cH:17][cH:18][c:19]([OH:44])[c:20]([CH2:21][N:22]2[C:23](=[O:42])[CH:24]([NH:27][S:28](=[O:29])(=[O:30])[c:31]3[s:32][c:33](-[c:36]4[cH:37][n:38][cH:39][cH:40][cH:41]4)[cH:34][cH:35]3)[CH2:25][CH2:26]2)[cH:43]1.[C:6]([CH3:7])([CH3:8])([CH3:9])[Si:10]([Cl:11])([CH3:12])[CH3:13].[CH3:50][CH2:51][O:52][C:53]([CH3:54])=[O:55].[O:45]=[CH:46][N:47]([CH3:48])[CH3:49].[nH:1]1[cH:2][cH:3][n:4][cH:5]1>>[C:6]([CH3:7])([CH3:8])([CH3:9])[Si:10]([CH3:12])([CH3:13])[O:44][c:19]1[cH:18][cH:17][c:16]([C:14]#[N:15])[cH:43][c:20]1[CH2:21][N:22]1[C:23](=[O:42])[CH:24]([NH:27][S:28](=[O:29])(=[O:30])[c:31]2[s:32][c:33](-[c:36]3[cH:37][n:38][cH:39][cH:40][cH:41]3)[cH:34][cH:35]2)[CH2:25][CH2:26]1. Starting materials: ClC=1C(=NC=CC1)CSCCN (3-chloro-2-((2-aminoethyl)thiomethyl) pyridine), S(=O)(=O)(O)O.CSC(N)=N (S-methylisothiourea sulphate). Solvent: O (water). The product is S(=O)(=O)(O)O.NC(=N)N (guanidine sulphate). As a reaction SMILES: ClC1C(CSCCN)=[N:4]C=CC=1.[S:13]([OH:17])([OH:16])(=[O:15])=[O:14].CS[C:20](=[NH:22])[NH2:21]>O>[S:13]([OH:17])([OH:16])(=[O:15])=[O:14].[NH2:21][C:20]([NH2:22])=[NH:4] |f:1.2,4.5|. Procedure details: A solution of 3-chloro-2-((2-aminoethyl)thiomethyl) pyridine (22.4 g) and S-methylisothiourea sulphate (15.1 g) in water (100 ml) was heated under reflux for 3 hours. Concentration, acidification with sulphuric acid and dilution with ethanol afforded 2-[3-chloro-2-pyridyl)methylthio)ethyl]guanidine sulphate. Reactants: CC1(C)CC2CC(C)(CN2C(=O)c2ccc(NC(=O)OC(C)(C)C)cc2)C1, CCOC(C)=O, O=C(CCl)N1CCOCC1, [H-], [Na+], CN(C)C=O. The product is CC1(C)CC2CC(C)(CN2C(=O)c2ccc(NCC(=O)N3CCOCC3)cc2)C1. As a reaction SMILES: [C:1]([O:2][C:3](=[O:4])[NH:7][c:8]1[cH:9][cH:10][c:11]([C:14](=[O:15])[N:16]2[CH:17]3[CH2:18][C:19]([CH3:25])([CH3:26])[CH2:20][C:21]([CH3:24])([CH2:22]2)[CH2:23]3)[cH:12][cH:13]1)([CH3:5])([CH3:6])[CH3:27].[CH3:45][CH2:46][O:47][C:48]([CH3:49])=[O:50].[Cl:30][CH2:31][C:32](=[O:33])[N:34]1[CH2:35][CH2:36][O:37][CH2:38][CH2:39]1.[H-:28].[Na+:29].[O:40]=[CH:41][N:42]([CH3:43])[CH3:44]>>[NH:7]([c:8]1[cH:9][cH:10][c:11]([C:14](=[O:15])[N:16]2[CH:17]3[CH2:18][C:19]([CH3:25])([CH3:26])[CH2:20][C:21]([CH3:24])([CH2:22]2)[CH2:23]3)[cH:12][cH:13]1)[CH2:31][C:32](=[O:33])[N:34]1[CH2:35][CH2:36][O:37][CH2:38][CH2:39]1. Reactants: C(C1=CC=CC=C1)N1CCC2=C(C1)C1=C(OC2(C)C)C=C(C=C1O)C(C)C(CCCCC)C (2-Benzyl-5,5-dimethyl-10-hydroxy-8-(3-methyl-2-octyl)-1,2,3,4-tetrahydro-5H-[1]benzopyrano[3,4-d]pyridine), Cl.O1CCN(CC1)CCCC(=O)O (γ-morpholinobutyric acid hydrochloride), C1(CCCCC1)N=C=NC1CCCCC1 (dicyclohexyl-carbodiimide). Solvent: C(Cl)Cl (methylene chloride). Product: Cl.C(C1=CC=CC=C1)N1CCC2=C(C1)C1=C(OC2(C)C)C=C(C=C1OC(CCCN1CCOCC1)=O)C(C)C(CCCCC)C (2-Benzyl-5,5-dimethyl-10-[4-(morpholino)butyryloxy]-8-(3-methyl-2-octyl)-1,2,3,4-tetrahydro-5H-[1]benzopyrano[3,4-d]pyridine hydrochloride). As a reaction SMILES: [CH2:1]([N:8]1[CH2:13][C:12]2[C:14]3[C:23]([OH:24])=[CH:22][C:21]([CH:25]([CH:27]([CH3:33])[CH2:28][CH2:29][CH2:30][CH2:31][CH3:32])[CH3:26])=[CH:20][C:15]=3[O:16][C:17]([CH3:19])([CH3:18])[C:11]=2[CH2:10][CH2:9]1)[C:2]1[CH:7]=[CH:6][CH:5]=[CH:4][CH:3]=1.[ClH:34].[O:35]1[CH2:40][CH2:39][N:38]([CH2:41][CH2:42][CH2:43][C:44](O)=[O:45])[CH2:37][CH2:36]1.C1(N=C=NC2CCCCC2)CCCCC1>C(Cl)Cl>[ClH:34].[CH2:1]([N:8]1[CH2:13][C:12]2[C:14]3[C:23]([O:24][C:44](=[O:45])[CH2:43][CH2:42][CH2:41][N:38]4[CH2:37][CH2:36][O:35][CH2:40][CH2:39]4)=[CH:22][C:21]([CH:25]([CH:27]([CH3:33])[CH2:28][CH2:29][CH2:30][CH2:31][CH3:32])[CH3:26])=[CH:20][C:15]=3[O:16][C:17]([CH3:19])([CH3:18])[C:11]=2[CH2:10][CH2:9]1)[C:2]1[CH:7]=[CH:6][CH:5]=[CH:4][CH:3]=1 |f:1.2,5.6|. Procedure details: 2-Benzyl-5,5-dimethyl-10-hydroxy-8-(3-methyl-2-octyl)-1,2,3,4-tetrahydro-5H-[1]benzopyrano[3,4-d]pyridine, γ-morpholinobutyric acid hydrochloride and dicyclohexyl-carbodiimide are combined in equimolar amounts in methylene chloride and reacted as in Example 1 to give the desired product.